The task is: describe an organic reaction: reactants, conditions, products, and yield. This data is from the Open Reaction Database (ORD), a public repository of structured organic reaction records. Product: COC(CC1=C(NC2=CC=C(C=C12)Cl)C(=O)C1=NC=CC(=C1)OC)=O (Methyl[5-chloro-2-(4-methoxypyridine-2-carbonyl)-1H-indol-3-yl]acetate). As a reaction SMILES: [Cl:1][C:2]1[CH:3]=[CH:4][C:5]([NH:14]S(C2C=CC=CC=2)(=O)=O)=[C:6]([CH:13]=1)/[CH:7]=[CH:8]/[C:9]([O:11][CH3:12])=[O:10].Br.Br[CH2:26][C:27]([C:29]1[CH:34]=[C:33]([O:35][CH3:36])[CH:32]=[CH:31][N:30]=1)=[O:28]>>[CH3:12][O:11][C:9](=[O:10])[CH2:8][C:7]1[C:6]2[C:5](=[CH:4][CH:3]=[C:2]([Cl:1])[CH:13]=2)[NH:14][C:26]=1[C:27]([C:29]1[CH:34]=[C:33]([O:35][CH3:36])[CH:32]=[CH:31][N:30]=1)=[O:28] |f:1.2|. Starting materials: ClC=1C=CC(=C(/C=C/C(=O)OC)C1)NS(=O)(=O)C1=CC=CC=C1 (methyl trans-5-chloro-2-(penylsulfonylamino)cinnamate), Br.BrCC(=O)C1=NC=CC(=C1)OC (2-Bromoacetyl-4-methoxypyridine hydrobromide). Reported procedure: The title compound was prepared according to the procedure described in Example 57 from methyl trans-5-chloro-2-(penylsulfonylamino)cinnamate (Example 36, step 3) and 2-bromoacetyl-4-methoxypyridine hydrobromide (Preparation is described in Example 105).